Dataset: the Open Reaction Database (ORD), a public repository of structured organic reaction records. Task: describe an organic reaction: reactants, conditions, products, and yield The reactants are CCCCOc1ccc(S(=O)(=O)C2(C(=O)OCC)CCN(Cc3ccc(F)cc3)CC2)cc1, C1CCOC1, CO, [Na+], [OH-]. The product is CCCCOc1ccc(S(=O)(=O)C2(C(=O)O)CCN(Cc3ccc(F)cc3)CC2)cc1. Reaction SMILES: [CH2:1]([CH3:2])[O:3][C:4](=[O:5])[C:6]1([S:20](=[O:21])(=[O:22])[c:23]2[cH:24][cH:25][c:26]([O:29][CH2:30][CH2:31][CH2:32][CH3:33])[cH:27][cH:28]2)[CH2:7][CH2:8][N:9]([CH2:12][c:13]2[cH:14][cH:15][c:16]([F:19])[cH:17][cH:18]2)[CH2:10][CH2:11]1.[CH2:34]1[O:35][CH2:36][CH2:37][CH2:38]1.[CH3:39][OH:40].[Na+:42].[OH-:41]>>[O:3]=[C:4]([OH:5])[C:6]1([S:20](=[O:21])(=[O:22])[c:23]2[cH:24][cH:25][c:26]([O:29][CH2:30][CH2:31][CH2:32][CH3:33])[cH:27][cH:28]2)[CH2:7][CH2:8][N:9]([CH2:12][c:13]2[cH:14][cH:15][c:16]([F:19])[cH:17][cH:18]2)[CH2:10][CH2:11]1. Conditions: time 5 hour. The product is CC(C)(S(=O)(=O)C)C=1C=C2C=CC=NC2=C(C1)C=1C=C(C(=O)O)C=CC1 (3-{6-[1-methyl-1-(methylsulfonyl)ethyl]quinolin-8-yl}benzoic acid). Reported procedure: To a solution of ester from step 1 in THF (0.08M) was added LiOH (2N, 5 eq). The reaction mixture was stirred at rt for 5 h, acidified with AcOH, diluted with water and extracted with CH2Cl2. The organic extracts were washed with brine, dried over Na2SO4, filtered and concentrated. The title compound was isolated by filtration from Hexane/ether as a solid. The solvent is O (water), C1CCOC1 (THF). RXN SMILES: [CH3:1][C:2]([C:8]1[CH:9]=[C:10]2[C:15](=[C:16]([C:18]3[CH:19]=[C:20]([CH:25]=[CH:26][CH:27]=3)[C:21]([O:23]C)=[O:22])[CH:17]=1)[N:14]=[CH:13][CH:12]=[CH:11]2)([S:4]([CH3:7])(=[O:6])=[O:5])[CH3:3].[Li+].[OH-].CC(O)=O>C1COCC1.O>[CH3:3][C:2]([C:8]1[CH:9]=[C:10]2[C:15](=[C:16]([C:18]3[CH:19]=[C:20]([CH:25]=[CH:26][CH:27]=3)[C:21]([OH:23])=[O:22])[CH:17]=1)[N:14]=[CH:13][CH:12]=[CH:11]2)([S:4]([CH3:7])(=[O:5])=[O:6])[CH3:1] |f:1.2|. Reactants: CC(C)(S(=O)(=O)C)C=1C=C2C=CC=NC2=C(C1)C=1C=C(C(=O)OC)C=CC1 (methyl 3-{6-[1-methyl-1-(methylsulfonyl)ethyl]quinolin-8-yl}benzoate), [Li+].[OH-] (LiOH), CC(=O)O (AcOH). Reactants: NC(=O)N(CC(=O)[O-])Cc1ccc(Br)cn1, C[O-], CO, [Na+]. The product is O=C1CN(Cc2ccc(Br)cn2)C(=O)N1. Reaction SMILES: [Br:1][c:2]1[cH:3][cH:4][c:5]([CH2:8][N:9]([C:10](=[O:11])[NH2:12])[CH2:13][C:14](=[O:15])[O-:16])[n:6][cH:7]1.[CH3:17][O-:18].[CH3:20][OH:21].[Na+:19]>>[Br:1][c:2]1[cH:3][cH:4][c:5]([CH2:8][N:9]2[C:10](=[O:11])[NH:12][C:14](=[O:16])[CH2:13]2)[n:6][cH:7]1. Starting materials: ClC=1C=C(C=NC1)C1=NC(=CC2=C1N(C=N2)C[C@@H]2CC[C@H](CC2)C)C#N (4-(5-chloropyridin-3-yl)-3-((trans-4-methylcyclohexyl)methyl)-3H-imidazo[4,5-c]pyridine-6-carbonitrile), product, C(C1=CC=CC=C1)=O (benzaldehyde). Product: ClC=1C=C(C=NC1)C1=NC(=CC2=C1N(C(=N2)C(C2=CC=CC=C2)O)C[C@@H]2CC[C@H](CC2)C)C#N (4-(5-chloropyridin-3-yl)-2-(hydroxy(phenyl)methyl)-3-((trans-4-methylcyclohexyl)methyl)-3H-imidazo[4,5-c]pyridine-6-carbonitrile). As a reaction SMILES: [Cl:1][C:2]1[CH:3]=[C:4]([C:8]2[C:13]3[N:14]([CH2:17][C@H:18]4[CH2:23][CH2:22][C@H:21]([CH3:24])[CH2:20][CH2:19]4)[CH:15]=[N:16][C:12]=3[CH:11]=[C:10]([C:25]#[N:26])[N:9]=2)[CH:5]=[N:6][CH:7]=1.[CH:27](=[O:34])[C:28]1[CH:33]=[CH:32][CH:31]=[CH:30][CH:29]=1>>[Cl:1][C:2]1[CH:3]=[C:4]([C:8]2[C:13]3[N:14]([CH2:17][C@H:18]4[CH2:23][CH2:22][C@H:21]([CH3:24])[CH2:20][CH2:19]4)[C:15]([CH:27]([OH:34])[C:28]4[CH:33]=[CH:32][CH:31]=[CH:30][CH:29]=4)=[N:16][C:12]=3[CH:11]=[C:10]([C:25]#[N:26])[N:9]=2)[CH:5]=[N:6][CH:7]=1. Procedure details: 4-(5-chloropyridin-3-yl)-2-(hydroxy(phenyl)methyl)-3-((trans-4-methylcyclohexyl)methyl)-3H-imidazo[4,5-c]pyridine-6-carbonitrile was prepared using 4-(5-chloropyridin-3-yl)-3-((trans-4-methylcyclohexyl)methyl)-3H-imidazo[4,5-c]pyridine-6-carbonitrile (product of Step 2, Preparative Example 3.1) and benzaldehyde in a manner analogous to Example 6.1, Step 1. 1H NMR (600 MHz, CD3OD) δ 8.75 (d, J=2.2, 1H), 8.69 (s, 1H), 8.26 (s, 1H), 8.21 (s, 1H), 7.48 (d, J=7.5, 2H), 7.37 (t, J=7.5, 2H), 7.34-7.28 ... The reactants are solution, C[Li] (methyllithium), CCOCC (ether), carbanion, CO (methanol), CCOCC (ether), CeCl3, FC=1C=C(C=C(C1)F)C(C(=O)OC)C1CN(C1)C(C1=CC=CC=C1)C1=CC=CC=C1 (methyl (3,5-difluorophenyl)[1-(diphenylmethyl)azetidin-3-yl]acetate). Run in C1CCOC1 (THF), C1CCOC1 (THF). Reaction conditions: time 30 minute. The product is FC=1C=C(C=C(C1)F)[C@@H](C(C)(O)C)C1CN(C1)C(C1=CC=CC=C1)C1=CC=CC=C1 ((1S)-1-(3,5-difluorophenyl)-1-[1-(diphenylmethyl)azetidin-3-yl]-2-methylpropan-2-ol). Reaction SMILES: [CH3:1][Li].[F:3][C:4]1[CH:5]=[C:6]([CH:11]([CH:16]2[CH2:19][N:18]([CH:20]([C:27]3[CH:32]=[CH:31][CH:30]=[CH:29][CH:28]=3)[C:21]3[CH:26]=[CH:25][CH:24]=[CH:23][CH:22]=3)[CH2:17]2)C(OC)=O)[CH:7]=[C:8]([F:10])[CH:9]=1.CO.CC[O:37][CH2:38][CH3:39]>C1COCC1>[F:10][C:8]1[CH:7]=[C:6]([C@H:11]([CH:16]2[CH2:19][N:18]([CH:20]([C:27]3[CH:32]=[CH:31][CH:30]=[CH:29][CH:28]=3)[C:21]3[CH:22]=[CH:23][CH:24]=[CH:25][CH:26]=3)[CH2:17]2)[C:38]([CH3:39])([OH:37])[CH3:1])[CH:5]=[C:4]([F:3])[CH:9]=1. Reported procedure: A suspension of 67.03 g (272 mmole) of CeCl3 in 500 mL dry THF was stirred in a 2 L three-necked flask under N, at rt. After 30 minutes, the mixture was cooled to −78° C. in a dry ice-acetone bath and 155 mL of a 1.6M solution of methyllithium in ether was added dropwise with vigorous stirring. The yellow-green mixture was stirred at −78° C. for an additional 30 minutes and then a solution of 28.75 g (70.6 mmole) of methyl (3,5-difluorophenyl)[1-(diphenylmethyl)azetidin-3-yl]acetate in 100 mL of... Starting materials: ice water, N=C1C(C(C(=O)C2=CC=CC=C2)=CC=C1NC(=S)NC(=O)OC)CC1=CC=C(C=C1)OC (3-imino-(4-methoxyphenyl)methyl-4-(3-carbomethoxythioureido)benzophenone), COS(=O)(=O)OC (dimethylsulfate), [H-].[Ca+2].[H-] (calcium hydride). Run in COCCOC (1,2-dimethoxyethane). Reaction conditions: time 1 hour. Yields the product N=C1C(C(C(=O)C2=CC=CC=C2)=CC=C1NC(SC)=NC(=O)OC)CC1=CC=C(C=C1)OC (3-imino-(4-methoxyphenyl)methyl-4-(3-carbomethoxy-S-methylisothioureido)benzophenone). Reaction SMILES: [NH:1]=[C:2]1[C:15]([NH:16][C:17]([NH:19][C:20]([O:22][CH3:23])=[O:21])=[S:18])=[CH:14][CH:13]=[C:4]([C:5]([C:7]2[CH:12]=[CH:11][CH:10]=[CH:9][CH:8]=2)=[O:6])[CH:3]1[CH2:24][C:25]1[CH:30]=[CH:29][C:28]([O:31][CH3:32])=[CH:27][CH:26]=1.[H-].[Ca+2].[H-].[CH3:36]OS(OC)(=O)=O>COCCOC>[NH:1]=[C:2]1[C:15]([NH:16][C:17](=[N:19][C:20]([O:22][CH3:23])=[O:21])[S:18][CH3:36])=[CH:14][CH:13]=[C:4]([C:5]([C:7]2[CH:8]=[CH:9][CH:10]=[CH:11][CH:12]=2)=[O:6])[CH:3]1[CH2:24][C:25]1[CH:30]=[CH:29][C:28]([O:31][CH3:32])=[CH:27][CH:26]=1 |f:1.2.3|. Reported procedure: To a mixture of 3-imino-(4-methoxyphenyl)methyl-4-(3-carbomethoxythioureido)benzophenone (4.47 g.; 0.01 mol) in 1,2-dimethoxyethane (50 ml.) there is added calcium hydride (0.42 g.; 0.01 mol). The mixture is refluxed for one hour and is cooled to room temperature. To the mixture there is added dimethylsulfate (1.26 g.; 0.01 mol). The mixture is stirred at room temperature for one hour and is poured into an excess of ice water. The suspension formed is filtered and the filter cake dried to afford... The reactants are ClC=1C=2N(C=CN1)C(=NC2C2=CC=CC=C2)[C@H]2C[C@H](C2)N(C)C (cis-[3-(8-Chloro-1-phenyl-imidazo[1,5-a]pyrazin-3-yl)-cyclobutyl]-dimethyl-amine), C(C1=CC=CC=C1)OC=1C=C(C=CC1)C=1N=C(N2C1C(=NC=C2)Cl)C2CC(C2)=O (3-{1-[3-(benzyloxy)phenyl]-8-chloroimidazo[1,5-a]pyrazin-3-yl}cyclobutanone), CNC (dimethylamine), C(C)(=O)O[BH-](OC(C)=O)OC(C)=O (triacetoxyborohydride). Solvent: ClCCCl (DCE), CC(=O)O (AcOH). Conditions: time 16 hour. Product: C(C1=CC=CC=C1)OC=1C=C(C=CC1)C=1N=C(N2C1C(=NC=C2)N)[C@@H]2C[C@@H](C2)N(C)C (cis-1-[3-(Benzyloxy)phenyl]-3-[3-(dimethylamino) cyclobutyl]imidazo[1,5-a]pyrazin-8-amine). Reaction SMILES: Cl[C:2]1[C:3]2[N:4]([C:8]([C@@H:17]3[CH2:20][C@H:19]([N:21]([CH3:23])[CH3:22])[CH2:18]3)=[N:9][C:10]=2[C:11]2[CH:16]=[CH:15][CH:14]=[CH:13][CH:12]=2)[CH:5]=[CH:6][N:7]=1.[CH2:24]([O:31]C1C=C(C2N=C(C3CC(=O)C3)N3C=CN=C(Cl)C=23)C=CC=1)[C:25]1[CH:30]=[CH:29][CH:28]=[CH:27][CH:26]=1.C[NH:54]C.C(O[BH-](OC(=O)C)OC(=O)C)(=O)C>CC(O)=O.ClCCCl>[CH2:24]([O:31][C:13]1[CH:12]=[C:11]([C:10]2[N:9]=[C:8]([C@H:17]3[CH2:20][C@@H:19]([N:21]([CH3:23])[CH3:22])[CH2:18]3)[N:4]3[CH:5]=[CH:6][N:7]=[C:2]([NH2:54])[C:3]=23)[CH:16]=[CH:15][CH:14]=1)[C:25]1[CH:30]=[CH:29][CH:28]=[CH:27][CH:26]=1. Procedure: cis-[3-(8-Chloro-1-phenyl-imidazo[1,5-a]pyrazin-3-yl)-cyclobutyl]-dimethyl-amine: An DCE solution of 3-{1-[3-(benzyloxy)phenyl]-8-chloroimidazo[1,5-a]pyrazin-3-yl}cyclobutanone was charged with dimethylamine (0.37 mmol, 0.19 mL) and then catalytic amount of AcOH (7 μL). The mixture was stirred at rt for 30 min before resin-bound triacetoxyborohydride (0.5 mmol, 240 mg) was added. Reaction mixture was stirred at rt for 16 h before the solution was filtered through a Buchner funnel to remove the r... Starting materials: ClC1=CC(=NC=N1)N1CCC(CC1)C1CCN(CC1)C(=O)OC(C)(C)C (tert-butyl 1′-(6-chloropyrimidin-4-yl)-4,4′-bipiperidine-1-carboxylate), OCCNC(=O)C1=C(C=CC=C1)C1(CCN(CC1)C(=O)[O-])C1CCNCC1 (4-{([(2-hydroxyethyl)amino]carbonyl}phenyl)-4,4′-bipiperidine-1-carboxylate), C(C)(C)N=C=NC(C)C (N,N′-diisopropylcarbodiimide). Reagents/catalysts: C(F)(F)(F)S(=O)(=O)[O-].C(F)(F)(F)S(=O)(=O)[O-].[Cu+2] (Cu(OTf)2). Solvent: O1CCOCC1 (dioxane). Product: C(C)(C)(C)OC(=O)N1CCC(CC1)C1CCN(CC1)C1=CC=C(C=C1)C=1OCCN1 (tert-butyl-1′-[4-(4,5-dihydro-1,3-oxazol-2-yl)phenyl]-4,4′-bipiperidine-1-carboxylate). RXN SMILES: ClC1N=CN=C([N:8]2[CH2:13][CH2:12][CH:11]([CH:14]3[CH2:19][CH2:18][N:17]([C:20]([O:22][C:23]([CH3:26])([CH3:25])[CH3:24])=[O:21])[CH2:16][CH2:15]3)[CH2:10][CH2:9]2)C=1.O[CH2:28][CH2:29][NH:30][C:31]([C:33]1[CH:38]=[CH:37][CH:36]=[CH:35][C:34]=1C1(C2CCNCC2)CCN(C([O-])=O)CC1)=[O:32].C(N=C=NC(C)C)(C)C>O1CCOCC1.C(S([O-])(=O)=O)(F)(F)F.C(S([O-])(=O)=O)(F)(F)F.[Cu+2]>[C:23]([O:22][C:20]([N:17]1[CH2:18][CH2:19][CH:14]([CH:11]2[CH2:12][CH2:13][N:8]([C:36]3[CH:37]=[CH:38][C:33]([C:31]4[O:32][CH2:28][CH2:29][N:30]=4)=[CH:34][CH:35]=3)[CH2:9][CH2:10]2)[CH2:15][CH2:16]1)=[O:21])([CH3:26])([CH3:25])[CH3:24] |f:4.5.6|. Procedure: A solution of tert-butyl 1′-(4-{([(2-hydroxyethyl)amino]carbonyl}phenyl)-4,4′-bipiperidine-1-carboxylate (234 mg; 0.542 mmol) in dioxane (5 mL) was treated with N,N′-diisopropylcarbodiimide (68 mg; 0.084 mmol) and Cu(OTf)2 (10 mg; 0.027 mmol). The mixture was refluxed for 5 hr. The reaction was evaporated and chromatographed (PTLC; 40:1 CH2Cl2/MeOH), giving the title compound. Reactants: Cl.C1(=CC=CC=C1)C1(CNCC1)C1=CC=CC=C1 (3,3-diphenyl-pyrrolidine hydrochloride salt), C(C)(=O)O[BH-](OC(C)=O)OC(C)=O.[Na+] (sodium triacetoxyborohydride), C(C)(=O)O (acetic acid), C(=O)C1=CC=C(OC2=NC=C(C(=O)N)C=C2)C=C1 (6-(4-Formyl-phenoxy)-nicotinamide), C(=O)C1=CC=C(OC2=NC=C(C(=O)N)C=C2)C=C1 (6-(4-Formyl-phenoxy)-nicotinamide). Run in ClCCCl (1,2-dichloroethane). Yields the product C1(=CC=CC=C1)C1(CN(CC1)CC1=CC=C(OC2=NC=C(C(=O)N)C=C2)C=C1)C1=CC=CC=C1 (6-[4-(3,3-Diphenyl-pyrrolidin-1-ylmethyl)-phenoxy]-nicotinamide). The yield is 105.8%. As a reaction SMILES: Cl.[C:2]1([C:8]2([C:13]3[CH:18]=[CH:17][CH:16]=[CH:15][CH:14]=3)[CH2:12][CH2:11][NH:10][CH2:9]2)[CH:7]=[CH:6][CH:5]=[CH:4][CH:3]=1.[CH:19]([C:21]1[CH:36]=[CH:35][C:24]([O:25][C:26]2[CH:34]=[CH:33][C:29]([C:30]([NH2:32])=[O:31])=[CH:28][N:27]=2)=[CH:23][CH:22]=1)=O.C(O[BH-](OC(=O)C)OC(=O)C)(=O)C.[Na+].C(O)(=O)C>ClCCCl>[C:2]1([C:8]2([C:13]3[CH:18]=[CH:17][CH:16]=[CH:15][CH:14]=3)[CH2:12][CH2:11][N:10]([CH2:19][C:21]3[CH:36]=[CH:35][C:24]([O:25][C:26]4[CH:34]=[CH:33][C:29]([C:30]([NH2:32])=[O:31])=[CH:28][N:27]=4)=[CH:23][CH:22]=3)[CH2:9]2)[CH:3]=[CH:4][CH:5]=[CH:6][CH:7]=1 |f:0.1,3.4|. Procedure details: Using a method similar to Example 345, using 3,3-diphenyl-pyrrolidine hydrochloride salt (0.107 g, 0.412 mmol), 6-(4-formyl-phenoxy)-nicotinamide (compound of example 332, step 1) (0.100 g, 0.415 mmol), sodium triacetoxyborohydride (0.133 g, 0.628 mmol), and acetic acid (0.035 mL, 0.611 mmol) in 1,2-dichloroethane (8.0 mL) provides 0.196 g (106%) of the title compound as a white solid: high resolution mass spectrum (electrospray): m/z calc for C29H28N3O2 450.2182, found 450.2205; 1H NMR (methano... Reactants: C1C(CCCCCCCCC)O1 (1-undecene oxide), C(CN)N (ethylenediamine). Run in C(C)O (ethanol). Product: C(CNCC(CCCCCCCCC)O)NCC(CCCCCCCCC)O (N,N'-ethylenebis[2-hydroxyundecylamine]). Reaction SMILES: [CH2:1]1[O:12][CH:2]1[CH2:3][CH2:4][CH2:5][CH2:6][CH2:7][CH2:8][CH2:9][CH2:10][CH3:11].[CH2:13]([NH2:16])[CH2:14][NH2:15]>C(O)C>[CH2:13]([NH:16][CH2:1][CH:2]([OH:12])[CH2:3][CH2:4][CH2:5][CH2:6][CH2:7][CH2:8][CH2:9][CH2:10][CH3:11])[CH2:14][NH:15][CH2:1][CH:2]([OH:12])[CH2:3][CH2:4][CH2:5][CH2:6][CH2:7][CH2:8][CH2:9][CH2:10][CH3:11]. Procedure: In a manner similar to that of Example 1, condensation of 1-undecene oxide (40 g.) and ethylenediamine (7.07 g.) and two recrystallizations of the resulting solid (14.9 g.) from ethanol gave N,N'-ethylenebis[2-hydroxyundecylamine] (I: R = CH3 (CH2)8, R' = H, X = (CH2)2, Z = H) (12.4 g., m.p. 130.2°-137.8° C.).